This data is from the Open Reaction Database (ORD), a public repository of structured organic reaction records. The task is: describe an organic reaction: reactants, conditions, products, and yield Starting materials: S(O)(O)(=O)=O (sulfuric acid), NC=1C=C(C=CC1)N1C(CC(CC1=O)(C)C)=O (N-(m-aminophenyl)-3,3-dimethyl glutarimide). The reagents and catalysts are C(CC)(=O)OC(CC)=O (propionic anhydride). The solvent is O (water). The product is C(CC)(=O)NC=1C=C(C=CC1)N1C(CC(CC1=O)(C)C)=O (N-(m-propionamidophenyl)-3,3-dimethyl glutarimide). RXN SMILES: S(=O)(=O)(O)O.[NH2:6][C:7]1[CH:8]=[C:9]([N:13]2[C:18](=[O:19])[CH2:17][C:16]([CH3:21])([CH3:20])[CH2:15][C:14]2=[O:22])[CH:10]=[CH:11][CH:12]=1>C(OC(=O)CC)(=O)CC.O>[C:18]([NH:6][C:7]1[CH:8]=[C:9]([N:13]2[C:14](=[O:22])[CH2:15][C:16]([CH3:20])([CH3:21])[CH2:17][C:18]2=[O:19])[CH:10]=[CH:11][CH:12]=1)(=[O:19])[CH2:17][CH3:16]. Reported procedure: Five and one-half g. of propionic anhydride containing one drop of concentrated sulfuric acid was added to 9.3 g. of N-(m-aminophenyl)-3,3-dimethyl glutarimide in a small beaker. The mixture became warm and liquified. Upon cooling, the reaction mixture solidifed and was treated with water, collected by filtration and dried. Yield was 10.7 g. of a product having a m.p. of 199°-203° C. The product was identified as the title compound by analysis of infrared spectra.